From a dataset of the Open Reaction Database (ORD), a public repository of structured organic reaction records. describe an organic reaction: reactants, conditions, products, and yield The reactants are CCN(C(C)C)C(C)C, CCN=C=NCCCN(C)C, CO, O=C(O)c1cc(OCc2cccc(Cl)c2)ccc1Cl, ClCCl, Cl, Cl, COC(=O)c1ccc(CN)cc1. Yields the product COC(=O)c1ccc(CNC(=O)c2cc(OCc3cccc(Cl)c3)ccc2Cl)cc1. As a reaction SMILES: [CH2:45]([N:46]([CH:47]([CH3:48])[CH3:49])[CH:50]([CH3:51])[CH3:52])[CH3:53].[CH3:21][N:22]([CH3:23])[CH2:24][CH2:25][CH2:26][N:27]=[C:28]=[N:29][CH2:30][CH3:31].[CH3:57][OH:58].[Cl:1][c:2]1[c:3]([C:4](=[O:5])[OH:6])[cH:7][c:8]([O:11][CH2:12][c:13]2[cH:14][c:15]([Cl:19])[cH:16][cH:17][cH:18]2)[cH:9][cH:10]1.[Cl:54][CH2:55][Cl:56].[ClH:20].[ClH:32].[NH2:33][CH2:34][c:35]1[cH:36][cH:37][c:38]([C:39](=[O:40])[O:41][CH3:42])[cH:43][cH:44]1>>[Cl:1][c:2]1[c:3]([C:4](=[O:6])[NH:33][CH2:34][c:35]2[cH:36][cH:37][c:38]([C:39](=[O:40])[O:41][CH3:42])[cH:43][cH:44]2)[cH:7][c:8]([O:11][CH2:12][c:13]2[cH:14][c:15]([Cl:19])[cH:16][cH:17][cH:18]2)[cH:9][cH:10]1. The reactants are BrC1=C2C=C(C(C2=CC=C1)[Si](C)(C)C1C(=CC2=C(C=CC=C12)Br)C)C (Bis(4-bromo-2-methyl-1H-inden-1-yl) (dimethyl)silane), FC(C=1C=C(C=CC1)[Mg]Br)(F)F (3-trifluoromethylphenylmagnesium bromide), white solid. Reagents/catalysts: CC(C)([P](C(C)(C)C)([Pd][P](C(C)(C)C)(C(C)(C)C)C(C)(C)C)C(C)(C)C)C (Pd(PtBu3)2), [Cl-].[Cl-].[Zn+2] (ZnCl2). Solvent: C1CCOC1 (THF), C1CCOC1 (THF), C1CCOC1 (THF), C1CCOC1 (THF). Run at time 1 hour. The product is FC(C=1C=C(C=CC1)C1=C2C=C(C(C2=CC=C1)[Si](C)(C)C1C(=CC2=C(C=CC=C12)C1=CC(=CC=C1)C(F)(F)F)C)C)(F)F (bis[4-(3-trifluoromethylphenyl)-2-methyl-1H-inden-1-yl](dimethyl)silane). As a reaction SMILES: [F:1][C:2]([F:12])([F:11])[C:3]1[CH:4]=[C:5]([Mg]Br)[CH:6]=[CH:7][CH:8]=1.Br[C:14]1[CH:22]=[CH:21][CH:20]=[C:19]2[C:15]=1[CH:16]=[C:17]([CH3:37])[CH:18]2[Si:23]([CH:26]1[C:34]2[C:29](=[C:30](Br)[CH:31]=[CH:32][CH:33]=2)[CH:28]=[C:27]1[CH3:36])([CH3:25])[CH3:24]>C1COCC1.[Cl-].[Cl-].[Zn+2].CC(C)([P](C(C)(C)C)([Pd][P](C(C)(C)C)(C(C)(C)C)C(C)(C)C)C(C)(C)C)C>[F:1][C:2]([F:12])([F:11])[C:3]1[CH:4]=[C:5]([C:14]2[CH:22]=[CH:21][CH:20]=[C:19]3[C:15]=2[CH:16]=[C:17]([CH3:37])[CH:18]3[Si:23]([CH:26]2[C:34]3[C:29](=[C:30]([C:7]4[CH:6]=[CH:5][CH:4]=[C:3]([C:2]([F:12])([F:11])[F:1])[CH:8]=4)[CH:31]=[CH:32][CH:33]=3)[CH:28]=[C:27]2[CH3:36])([CH3:25])[CH3:24])[CH:6]=[CH:7][CH:8]=1 |f:3.4.5,^1:48,54|. Reported procedure: In an argon atmosphere, to a solution of 28.0 ml of 15 mL of THF with 0.5 M ZnCl2 (14.0 mmol) in THF, 12.3 ml of 1.02 M 3-trifluoromethylphenylmagnesium bromide (12.6 mmol) in THF was added at ambient temperature. This mixture was stirred for 1 hour, and, then, 9.66 ml of 0.02 M Pd(PtBu3)2 (0.19 mmol, 4 mol. %) in THF and 2.42 g (4.83 mmol) of 1 were added. The resulting mixture was stirred for 5 hours at reflux. The product was isolated by flash chromatography on Silica Gel 60 (40-63 μm, d 30 m...